This data is from the Open Reaction Database (ORD), a public repository of structured organic reaction records. The task is: describe an organic reaction: reactants, conditions, products, and yield Reactants: C(C)OC(=O)CC1=CC=C(OCC(CNC(CCC2=CC=CC=C2)C)O)C=C1 (1-(4-ethoxycarbonylmethylphenoxy)-3-(1-methyl-3-phenylpropylamino)-2-propanol), C(C)OC(=O)CC1=CC=C(OCC(CNC(CCC2=CC=CC=C2)C)O)C=C1 (1-(4-ethoxycarbonylmethylphenoxy)-3-(1-methyl-3-phenylpropylamino)-2-propanol), liquid, N (ammonia). Run in C(C)O (ethanol), C(C)O (ethanol). Run at time 10 day. Product: C(N)(=O)CC1=CC=C(OCC(CNC(CCC2=CC=CC=C2)C)O)C=C1 (1-(4-carbamoylmethylphenoxy)-3-(1-methyl-3-phenylpropylamino)-2-propanol). Isolated yield 57.0%. Reaction SMILES: C([O:3][C:4]([CH2:6][C:7]1[CH:28]=[CH:27][C:10]([O:11][CH2:12][CH:13]([OH:26])[CH2:14][NH:15][CH:16]([CH3:25])[CH2:17][CH2:18][C:19]2[CH:24]=[CH:23][CH:22]=[CH:21][CH:20]=2)=[CH:9][CH:8]=1)=O)C.[NH3:29]>C(O)C>[C:4]([CH2:6][C:7]1[CH:28]=[CH:27][C:10]([O:11][CH2:12][CH:13]([OH:26])[CH2:14][NH:15][CH:16]([CH3:25])[CH2:17][CH2:18][C:19]2[CH:24]=[CH:23][CH:22]=[CH:21][CH:20]=2)=[CH:9][CH:8]=1)(=[O:3])[NH2:29]. Procedure: In this example, 1.7 g of 1-(4-ethoxycarbonylmethylphenoxy)-3-(1-methyl-3-phenylpropylamino)-2-propanol (Compound 14) is dissolved in 100 ml of ethanol and the solution is poured into a pressure tube. Then, 100 ml of liquid ammonia is added thereto. The tube is sealed and is allowed to stand for 10 days at room temperature. After completion of the reaction, ethanol is distilled away from the solution under reduced pressure. The residue is recrystallized from methylisobutylketone to obtain 0.9 g ...